Task: describe an organic reaction: reactants, conditions, products, and yield. Dataset: the Open Reaction Database (ORD), a public repository of structured organic reaction records Starting materials: O=C1c2ccccc2C(=O)N1C1CN(C2CCC(CNc3nc(NCc4ccccc4OC(F)(F)F)ncc3[N+](=O)[O-])CC2)C1, NN, O. The product is NC1CN(C2CCC(CNc3nc(NCc4ccccc4OC(F)(F)F)ncc3[N+](=O)[O-])CC2)C1. RXN SMILES: [N+:1](=[O:2])([O-:3])[c:4]1[c:5]([NH:23][CH2:24][CH:25]2[CH2:26][CH2:27][CH:28]([N:31]3[CH2:32][CH:33]([N:35]4[C:36](=[O:37])[c:38]5[c:39]([cH:40][cH:41][cH:42][cH:43]5)[C:44]4=[O:45])[CH2:34]3)[CH2:29][CH2:30]2)[n:6][c:7]([NH:10][CH2:11][c:12]2[c:13]([O:18][C:19]([F:20])([F:21])[F:22])[cH:14][cH:15][cH:16][cH:17]2)[n:8][cH:9]1.[NH2:47][NH2:48].[OH2:46]>>[N+:1](=[O:2])([O-:3])[c:4]1[c:5]([NH:23][CH2:24][CH:25]2[CH2:26][CH2:27][CH:28]([N:31]3[CH2:32][CH:33]([NH2:35])[CH2:34]3)[CH2:29][CH2:30]2)[n:6][c:7]([NH:10][CH2:11][c:12]2[c:13]([O:18][C:19]([F:20])([F:21])[F:22])[cH:14][cH:15][cH:16][cH:17]2)[n:8][cH:9]1. Reactants: C(C1=CC=CC=C1)OCCCCC1(C2(CCCC1)OCCO2)C (2-(4'-benzyloxybutyl)-1,1-ethylenedioxy-2-methylcyclohexane), CC(=O)C (acetone), OS(=O)(=O)O (H2SO4). Run in O (H2O). Yields the product C(C1=CC=CC=C1)OCCCCC1(C(CCCC1)=O)C (2-(4'-benzyloxybutyl)-2-methylcyclohexanone). Yield: 92.6%. RXN SMILES: [CH2:1]([O:8][CH2:9][CH2:10][CH2:11][CH2:12][C:13]1([CH3:23])[CH2:18][CH2:17][CH2:16][CH2:15][C:14]21OCC[O:19]2)[C:2]1[CH:7]=[CH:6][CH:5]=[CH:4][CH:3]=1.CC(C)=O.OS(O)(=O)=O>O>[CH2:1]([O:8][CH2:9][CH2:10][CH2:11][CH2:12][C:13]1([CH3:23])[CH2:18][CH2:17][CH2:16][CH2:15][C:14]1=[O:19])[C:2]1[CH:7]=[CH:6][CH:5]=[CH:4][CH:3]=1. Procedure: A mixture of the 2-(4'-benzyloxybutyl)-1,1-ethylenedioxy-2-methylcyclohexane (32.5 g, 0.10 mol), acetone (375 ml), H2O (50 ml) and 0.002 N H2SO4 (125 ml) is refluxed for 18 hours under a nitrogen atmosphere. The reaction mixture is cooled, the acetone is evaporated under reduced pressue and the aqueous layer extracted with ether (3×500 ml). The combined organic layers are washed with satd. NaHCO3 (2×300 ml), satd. NaCl (2×500 ml) and dried (MgSO4). The solvents are removed under reduced pressure... Reactants: COC=1C(NC(NC1)=S)=O (5-(methoxy)-2-thioxo-2,3-dihydro-4(1H)-pyrimidinone), ClCC(=O)O (chloroacetic acid), Cl (HCl). The solvent is O (water). The product is COC=1C(NC(NC1)=O)=O (5-(Methoxy)-2,4(1H,3H)-pyrimidinedione). Isolated yield 93.5%. Reaction SMILES: [CH3:1][O:2][C:3]1[C:4](=[O:10])[NH:5][C:6](=S)[NH:7][CH:8]=1.ClCC(O)=[O:14].Cl>O>[CH3:1][O:2][C:3]1[C:4](=[O:10])[NH:5][C:6](=[O:14])[NH:7][CH:8]=1. Reported procedure: A mixture of 5-(methoxy)-2-thioxo-2,3-dihydro-4(1H)-pyrimidinone (21.5 g; 0.137 moles), chloroacetic acid (21.5 g; 0.227 moles), and water (585 mL) was refluxed for 2 h. Concentrated HCl (85 mL) was added and the mixture was then refluxed for 16 h. Upon cooling, a solid formed and was collected by filtration, washed with water and dried to yield the desired product (18.2 g; 94% yield). MS: (M+H)+=143. The reactants are C(C)(C)(C)OC(NC1=C(C=C(C(=C1)C)C(F)(F)F)N)=O ((2-amino-5-methyl-4-trifluoromethyl-phenyl)-carbamic acid tert-butyl ester), C(C)(C)(C)OC(CC(=O)C1=CC(=CC=C1)C=1C=NC(=CC1)C1CC1)=O (3-[3-(6-cyclopropyl-pyridin-3-yl)-phenyl]-3-oxo-propionic acid tert-butyl ester). Yields the product C(C)(C)(C)OC(NC1=C(C=C(C(=C1)C)C(F)(F)F)NC(CC(=O)C1=CC(=CC=C1)C=1C=NC(=CC1)C1CC1)=O)=O ((2-{3-[3-(6-Cyclopropyl-pyridin-3-yl)-phenyl]-3-oxo-propionylamino}-5-methyl-4-trifluoromethyl-phenyl)-carbamic acid tert-butyl ester), solid. Isolated yield 78.0%. RXN SMILES: [C:1]([O:5][C:6](=[O:20])[NH:7][C:8]1[CH:13]=[C:12]([CH3:14])[C:11]([C:15]([F:18])([F:17])[F:16])=[CH:10][C:9]=1[NH2:19])([CH3:4])([CH3:3])[CH3:2].C([O:25][C:26](=O)[CH2:27][C:28]([C:30]1[CH:35]=[CH:34][CH:33]=[C:32]([C:36]2[CH:37]=[N:38][C:39]([CH:42]3[CH2:44][CH2:43]3)=[CH:40][CH:41]=2)[CH:31]=1)=[O:29])(C)(C)C>>[C:1]([O:5][C:6](=[O:20])[NH:7][C:8]1[CH:13]=[C:12]([CH3:14])[C:11]([C:15]([F:18])([F:17])[F:16])=[CH:10][C:9]=1[NH:19][C:26](=[O:25])[CH2:27][C:28]([C:30]1[CH:35]=[CH:34][CH:33]=[C:32]([C:36]2[CH:37]=[N:38][C:39]([CH:42]3[CH2:43][CH2:44]3)=[CH:40][CH:41]=2)[CH:31]=1)=[O:29])([CH3:4])([CH3:2])[CH3:3]. Procedure details: The title compound was prepared from (2-amino-5-methyl-4-trifluoromethyl-phenyl)-carbamic acid tert-butyl ester (Example J20) (218 mg, 0.75 mmol) and 3-[3-(6-cyclopropyl-pyridin-3-yl)-phenyl]-3-oxo-propionic acid tert-butyl ester (Example K21) (253 mg, 0.75 mmol) according to the general procedure M. Obtained as a yellow solid (325 mg, 78%). The reactants are [Na+], O=C1Cc2cc(Oc3ccccc3)ccc2N1, C1COCCO1, [OH-], O. The product is [Na+], Nc1ccc(Oc2ccccc2)cc1CC(=O)[O-]. As a reaction SMILES: [Na+:19].[O:1]=[C:2]1[NH:3][c:4]2[cH:5][cH:6][c:7]([O:11][c:12]3[cH:13][cH:14][cH:15][cH:16][cH:17]3)[cH:8][c:9]2[CH2:10]1.[O:20]1[CH2:21][CH2:22][O:23][CH2:24][CH2:25]1.[OH-:18].[OH2:26]>>[Na+:19].[O:1]=[C:2]([CH2:10][c:9]1[c:4]([NH2:3])[cH:5][cH:6][c:7]([O:11][c:12]2[cH:13][cH:14][cH:15][cH:16][cH:17]2)[cH:8]1)[O-:20]. Reactants: C=C1CCOC(c2ccc(OC)cc2)C1, COc1ccc(C2C=C(C)CCO2)cc1. Product: COc1ccc(C2CC(C)=CCO2)cc1. RXN SMILES: [CH2:1]=[C:2]1[CH2:3][CH:4]([c:8]2[cH:9][cH:10][c:11]([O:14][CH3:15])[cH:12][cH:13]2)[O:5][CH2:6][CH2:7]1.[CH3:16][C:17]1=[CH:30][CH:21]([c:22]2[cH:23][cH:24][c:25]([O:26][CH3:27])[cH:28][cH:29]2)[O:20][CH2:19][CH2:18]1>>[CH3:1][C:2]1=[CH:7][CH2:6][O:5][CH:4]([c:8]2[cH:9][cH:10][c:11]([O:14][CH3:15])[cH:12][cH:13]2)[CH2:3]1.